This data is from the Open Reaction Database (ORD), a public repository of structured organic reaction records. The task is: describe an organic reaction: reactants, conditions, products, and yield Starting materials: CN(C)C=O (DMF), ClC=1C=NC=C(C1C)Cl (3,5-dichloro-4-methyl-pyridine), [H-].[Na+] (NaH), CN(C)C=O (DMF), ClC1=NN=CC2=C(C(=CC=C12)OC(F)F)OC1OCCC1 (1-chloro-6-difluoromethoxy-5-(tetrahydrofuran-2-yloxy)-phthalazine). The product is ClC=1C=NC=C(C1CC1=NN=CC2=C(C(=CC=C12)OC(F)F)OC1COCC1)Cl (1-(3,5-Dichloro-pyridin-4-ylmethyl)-6-difluoromethoxy-5-(tetrahydro-furan-3-yloxy)-phthalazine). The yield is 43.5%. As a reaction SMILES: [Cl:1][C:2]1[CH:3]=[N:4][CH:5]=[C:6]([Cl:9])[C:7]=1[CH3:8].[H-].[Na+].Cl[C:13]1[C:22]2[C:17](=[C:18]([O:27][CH:28]3[CH2:32][CH2:31]CO3)[C:19]([O:23][CH:24]([F:26])[F:25])=[CH:20][CH:21]=2)[CH:16]=[N:15][N:14]=1.CN([CH:36]=[O:37])C>>[Cl:1][C:2]1[CH:3]=[N:4][CH:5]=[C:6]([Cl:9])[C:7]=1[CH2:8][C:13]1[C:22]2[C:17](=[C:18]([O:27][CH:28]3[CH2:32][CH2:31][O:37][CH2:36]3)[C:19]([O:23][CH:24]([F:25])[F:26])=[CH:20][CH:21]=2)[CH:16]=[N:15][N:14]=1 |f:1.2|. Reported procedure: A solution under nitrogen of 3,5-dichloro-4-methyl-pyridine (457 mg, 2.82 mmoles) in dry DMF (10 ml) was portionwise added with 60% NaH (113 mg, 2.82 mmoles) and, after 1 hour at room temperature, was dropwise added, at a temperature <10° C., with 1-chloro-6-difluoromethoxy-5-(tetrahydrofuran-2-yloxy)-phthalazine (296 mg, 0.937 mmoles), obtained as described in example 53, in dry DMF (10 ml). After 2 hours at room temperature the mixture was poured into a 0.4M buffer at pH=7 (50 ml), extracted i...